From a dataset of the Open Reaction Database (ORD), a public repository of structured organic reaction records. describe an organic reaction: reactants, conditions, products, and yield RXN SMILES: [C:1]([CH2:3][C:4]1[CH:5]=[C:6]2[C:11](=[CH:12][CH:13]=1)[N:10]=[CH:9][C:8]([C:14]([O:16]CC)=O)=[C:7]2[OH:19])#[N:2].[Cl:20][C:21]1[CH:28]=[CH:27][C:24]([CH2:25][NH2:26])=[CH:23][CH:22]=1>C(Cl)Cl.CCOCC>[Cl:20][C:21]1[CH:28]=[CH:27][C:24]([CH2:25][NH:26][C:14]([C:8]2[CH:9]=[N:10][C:11]3[C:6]([C:7]=2[OH:19])=[CH:5][C:4]([CH2:3][C:1]#[N:2])=[CH:13][CH:12]=3)=[O:16])=[CH:23][CH:22]=1. Reported procedure: A suspension of 4-aminobenyl cyanide (6.61 g) and diethyl ethoxymethylene-malonate (10.1 mL) is heated to 95° C. for 1 hour. The reaction is cooled to room temperature and poured into 50 mL hexanes to wash away impurities. The desired enamine intermediate formed upon cooling and is filtered and collected. In a 3-necked roundbottom connected to a Dean-Stark trap, 75 mL of diphenyl ether is added to the enamine and the solution is heated at 250° C. for 2 hours. The crude product is washed with hot... Starting materials: C(#N)CC=1C=C2C(=C(C=NC2=CC1)C(=O)OCC)O (ethyl 6-cyanomethyl-4-hydroxyquinoline-3-carboxylate), ClC1=CC=C(CN)C=C1 (p-chlorobenzylamine). The product is ClC1=CC=C(C=C1)CNC(=O)C=1C=NC2=CC=C(C=C2C1O)CC#N (N-[(4-Chlorophenyl)methyl]-6-(cyanomethyl)-4-hydroxy-3-quinolinecarboxamide). Run at temperature 180 celsius. The solvent is C(Cl)Cl (CH2Cl2), CCOCC (ether). Starting materials: OC1OCCCC1 (2-hydroxytetrahydropyran), NC=1C=NC=CC1NC (3-amino-4-(methylamino)pyridine). The product is CN1C(=NC=2C=NC=CC21)CCCCO (4-(1-Methylimidazo[4,5-c]pyrid-2-yl)butanol). RXN SMILES: O[CH:2]1[CH2:7][CH2:6][CH2:5][CH2:4][O:3]1.[NH2:8][C:9]1[CH:10]=[N:11][CH:12]=[CH:13][C:14]=1[NH:15][CH3:16]>>[CH3:16][N:15]1[C:14]2[CH:13]=[CH:12][N:11]=[CH:10][C:9]=2[N:8]=[C:2]1[CH2:7][CH2:6][CH2:5][CH2:4][OH:3]. Procedure details: The title compound was prepared by the method of Preparation 18 using 2-hydroxytetrahydropyran and 3-amino-4-(methylamino)pyridine as the starting materials The reactants are C(C=C)C=1C(=NC(=NC1Cl)Cl)Cl (5-allyl-2,4,6-trichloropyrimidine), ClC1=CC=C(N)C=C1 (4-chloroaniline), C([O-])([O-])=O.[K+].[K+] (potassium carbonate). The solvent is C(C)O (ethanol). Run at time 24 hour. Yields the product C(C=C)C=1C(=NC(=NC1Cl)Cl)NC1=CC=C(C=C1)Cl (5-Allyl-2,6-dichloro-N-(4-chlorophenyl)pyrimidin-4-amine). Reaction SMILES: [CH2:1]([C:4]1[C:5]([Cl:12])=[N:6][C:7]([Cl:11])=[N:8][C:9]=1Cl)[CH:2]=[CH2:3].[Cl:13][C:14]1[CH:20]=[CH:19][C:17]([NH2:18])=[CH:16][CH:15]=1.C(=O)([O-])[O-].[K+].[K+]>C(O)C>[CH2:1]([C:4]1[C:9]([NH:18][C:17]2[CH:19]=[CH:20][C:14]([Cl:13])=[CH:15][CH:16]=2)=[N:8][C:7]([Cl:11])=[N:6][C:5]=1[Cl:12])[CH:2]=[CH2:3] |f:2.3.4|. Procedure: A mixture of 5-allyl-2,4,6-trichloropyrimidine (7 g), 4-chloroaniline (4 g) and potassium carbonate (4.27 g) in ethanol (100 ml) was stirred at room temperature for 24 h. The mixture was partitioned between ethyl acetate and water, the organics dried (MgSO4), and evaporated under reduced pressure. The residue was purified by chromatography on silica eluting with isohexane/diethylether (2:1). Yield 5 g Starting materials: ClC=1C(=NC=C(C1)[N+](=O)[O-])O (3-chloro-2-hydroxy-5-nitropyridine), COC1=CC=C(CBr)C=C1 (4-methoxybenzyl bromide). Product: ClC=1C(N(C=C(C1)[N+](=O)[O-])CC1=CC=C(C=C1)OC)=O (3-Chloro-1-(4-methoxy-benzyl)-5-nitro-1H-pyridin-2-one). RXN SMILES: [Cl:1][C:2]1[C:3]([OH:11])=[N:4][CH:5]=[C:6]([N+:8]([O-:10])=[O:9])[CH:7]=1.[CH3:12][O:13][C:14]1[CH:21]=[CH:20][C:17]([CH2:18]Br)=[CH:16][CH:15]=1>>[Cl:1][C:2]1[C:3](=[O:11])[N:4]([CH2:18][C:17]2[CH:20]=[CH:21][C:14]([O:13][CH3:12])=[CH:15][CH:16]=2)[CH:5]=[C:6]([N+:8]([O-:10])=[O:9])[CH:7]=1. Procedure details: The title compound was prepared in analogy to the procedure described for step W2 but using 3-chloro-2-hydroxy-5-nitropyridine and 4-methoxybenzyl bromide. The reaction was quenched with a saturated aqueous solution of sodium bicarbonate. The residue was purified by trituration in EtOAc. tR: 0.98 min (LC-MS 4); ESI-MS: 295.2 [M+H]+ (LC-MS 4). Reactants: O=C([O-])[O-], CN(C)C=O, CI, [K+], [K+], O, O=Cc1cc(-n2cnnn2)ccc1O. Product: COc1ccc(-n2cnnn2)cc1C=O. Reaction SMILES: [C:15](=[O:16])([O-:17])[O-:18].[CH3:24][N:25]([CH3:26])[CH:27]=[O:28].[I:21][CH3:22].[K+:19].[K+:20].[OH2:23].[OH:1][c:2]1[c:3]([CH:4]=[O:5])[cH:6][c:7](-[n:10]2[n:11][n:12][n:13][cH:14]2)[cH:8][cH:9]1>>[O:1]([c:2]1[c:3]([CH:4]=[O:5])[cH:6][c:7](-[n:10]2[n:11][n:12][n:13][cH:14]2)[cH:8][cH:9]1)[CH3:15]. Reactants: C(C)(C)(C)OC(C(C)(C)NC(=O)C1=C(C2=C(SC=C2)C=C1)O)=O (2-[(4-Hydroxy-benzo[b]thiophene-5-carbonyl)-amino]-2-methyl-propionic acid tert-butyl ester), C([O-])([O-])=O.[Cs+].[Cs+] (cesium carbonate), BrCCOC1=CC=CC=C1 ((2-bromo-ethoxy)-benzene), [I-].[K+] (potassium iodide). The solvent is CN(C=O)C (N,N-dimethylformamide), [Cl-].[Na+].O (brine), C(C)(=O)OCC (ethyl acetate). Reaction conditions: temperature 60 celsius, time 2 hour. Product: C(C)(C)(C)OC(C(C)(NC(=O)C1=C(C2=C(SC=C2)C=C1)OCCOC1=CC=CC=C1)C)=O (2-methyl-2-{[4-(2-phenoxy-ethoxy)-benzo[b]thiophene-5-carbonyl]-amino}-propionic acid tert-butyl ester). Yield: 71.2%. RXN SMILES: [C:1]([O:5][C:6](=[O:23])[C:7]([NH:10][C:11]([C:13]1[CH:21]=[CH:20][C:16]2[S:17][CH:18]=[CH:19][C:15]=2[C:14]=1[OH:22])=[O:12])([CH3:9])[CH3:8])([CH3:4])([CH3:3])[CH3:2].C(=O)([O-])[O-].[Cs+].[Cs+].Br[CH2:31][CH2:32][O:33][C:34]1[CH:39]=[CH:38][CH:37]=[CH:36][CH:35]=1.[I-].[K+]>CN(C)C=O.[Cl-].[Na+].O.C(OCC)(=O)C>[C:1]([O:5][C:6](=[O:23])[C:7]([CH3:9])([NH:10][C:11]([C:13]1[CH:21]=[CH:20][C:16]2[S:17][CH:18]=[CH:19][C:15]=2[C:14]=1[O:22][CH2:31][CH2:32][O:33][C:34]1[CH:39]=[CH:38][CH:37]=[CH:36][CH:35]=1)=[O:12])[CH3:8])([CH3:2])([CH3:3])[CH3:4] |f:1.2.3,5.6,8.9.10|. Reported procedure: 60 mg 2-[(4-Hydroxy-benzo[b]thiophene-5-carbonyl)-amino]-2-methyl-propionic acid tert-butyl ester, 70 mg cesium carbonate, 36 mg of (2-bromo-ethoxy)-benzene and 6 mg potassium iodide were dissolved in 1 ml of N,N-dimethylformamide and stirred for 2 h at 60° C. 10 ml of ethyl acetate and 10 ml of brine were added to the reaction. The organic layer was separated and washed again with 10 ml of brine. It was then dried over magnesium sulphate, filtered and concentrated in vacuo. The resulting residu... Reactants: CCN(CC)c1ccc(C(=O)c2ccccc2C(=O)O)c(C)c1, CN(C)c1cccc(N(C)C)c1, CC(=O)OC(C)=O, Cl, [Na+], [OH-]. Yields the product CCN(CC)c1ccc(C2(c3ccc(N(C)C)cc3N(C)C)OC(=O)c3ccccc32)c(C)c1. RXN SMILES: [CH3:1][c:2]1[c:3]([C:4](=[O:5])[c:6]2[c:7]([C:8](=[O:9])[OH:10])[cH:11][cH:12][cH:13][cH:14]2)[cH:15][cH:16][c:17]([N:19]([CH2:20][CH3:21])[CH2:22][CH3:23])[cH:18]1.[CH3:24][N:25]([c:26]1[cH:27][c:28]([N:32]([CH3:33])[CH3:34])[cH:29][cH:30][cH:31]1)[CH3:35].[CH3:36][C:37]([O:38][C:39](=[O:40])[CH3:41])=[O:42].[ClH:45].[Na+:44].[OH-:43]>>[CH3:1][c:2]1[c:3]([C:4]2([c:29]3[c:28]([N:32]([CH3:33])[CH3:34])[cH:27][c:26]([N:25]([CH3:24])[CH3:35])[cH:31][cH:30]3)[c:6]3[c:7]([cH:11][cH:12][cH:13][cH:14]3)[C:8](=[O:9])[O:10]2)[cH:15][cH:16][c:17]([N:19]([CH2:20][CH3:21])[CH2:22][CH3:23])[cH:18]1. Starting materials: FC1=CC=C(C=C1)C(C)N (1-(4-fluorophenyl)ethanamine), C(Cl)Cl (DCM), ClCCCCCC(=O)Cl (6-chlorohexanoyl chloride), C(Cl)Cl (DCM). Solvent: N1=CC=CC=C1 (pyridine). Reaction conditions: time 8 hour. Product: ClCCCCC(=O)NC(C)C1=CC=C(C=C1)F (5-chloro-N-(1-(4-fluorophenyl)ethyl)pentanamide). As a reaction SMILES: [F:1][C:2]1[CH:7]=[CH:6][C:5]([CH:8]([NH2:10])[CH3:9])=[CH:4][CH:3]=1.ClC[CH2:13][CH2:14][CH2:15][CH2:16][C:17](Cl)=[O:18].C(Cl)[Cl:21]>N1C=CC=CC=1>[Cl:21][CH2:13][CH2:14][CH2:15][CH2:16][C:17]([NH:10][CH:8]([C:5]1[CH:6]=[CH:7][C:2]([F:1])=[CH:3][CH:4]=1)[CH3:9])=[O:18]. Reported procedure: To a solution of 1-(4-fluorophenyl)ethanamine 15b (5.0 g, 35.9 mmol) in a mixture of 10 mL of DCM and 14.5 mL of pyridine, with ice cooling, was added dropwise a solution of 6-chlorohexanoyl chloride 15a in 20 mL of DCM. After the addition was compete, cooling was removed and the resulting precipitate was stirred overnight. The reaction mixture was diluted with 100 mL of ther and washed with 100 mL of 1M HCl. The organic phase was dried over MgSO4 and concentrated to furnish 9.2 g of crude 5-chl...